From a dataset of the Open Reaction Database (ORD), a public repository of structured organic reaction records. describe an organic reaction: reactants, conditions, products, and yield Starting materials: ClC(COC(=O)N1CCC(CC1)OC1=CC2=CC=CC=C2C=C1)(Cl)Cl (1-(2,2,2-trichloroethoxycarbonyl)-4-(2-naphthalenyloxy)piperidine). Reagents/catalysts: [Zn] (zinc). Run in C(C)(=O)O (acetic acid), O1CCCC1 (tetrahydrofuran), O (water). Product: C1=C(C=CC2=CC=CC=C12)OC1CCNCC1 (4-(2-naphthalenyloxy)piperidine). As a reaction SMILES: ClC(Cl)(Cl)COC([N:7]1[CH2:12][CH2:11][CH:10]([O:13][C:14]2[CH:23]=[CH:22][C:21]3[C:16](=[CH:17][CH:18]=[CH:19][CH:20]=3)[CH:15]=2)[CH2:9][CH2:8]1)=O>C(O)(=O)C.O1CCCC1.O.[Zn]>[CH:15]1[C:16]2[C:21](=[CH:20][CH:19]=[CH:18][CH:17]=2)[CH:22]=[CH:23][C:14]=1[O:13][CH:10]1[CH2:11][CH2:12][NH:7][CH2:8][CH2:9]1. Procedure details: The resulting 1-(2,2,2-trichloroethoxycarbonyl)-4-(2-naphthalenyloxy)piperidine is dissolved in a mixture of 250 ml of acetic acid, 250 ml of tetrahydrofuran and 125 ml of water. 28.5 g (0.436 mole) of zinc dust is added in portions with stirring and the exothermic reaction allowed to proceed for 21/2 hours. The mixture is filtered and the solvents are removed in vacuo. The residue is partitioned between ether and aqueous sodium hydroxide and the organic phase washed with water and extracted wit... Reactants: CC1=C(C(CCC1)(C)C)/C=C/C(=C/C=C/C(=C/C(=O)O)/C)/C (retinoic acid). Solvent: C(C)(C)O (isopropanol). Product: CC1=C(C(CCC1)(C)C)/C=C/C(=C\C=C\C(=C\C(=O)O)\C)/C (9-(Z)-retinoic Acid). Reaction SMILES: [CH3:1][C:2]1[CH2:7][CH2:6][CH2:5][C:4]([CH3:9])([CH3:8])[C:3]=1/[CH:10]=[CH:11]/[C:12](/[CH3:22])=[CH:13]/[CH:14]=[CH:15]/[C:16](/[CH3:21])=[CH:17]/[C:18]([OH:20])=[O:19]>C(O)(C)C>[CH3:1][C:2]1[CH2:7][CH2:6][CH2:5][C:4]([CH3:8])([CH3:9])[C:3]=1/[CH:10]=[CH:11]/[C:12](/[CH3:22])=[CH:13]\[CH:14]=[CH:15]\[C:16](\[CH3:21])=[CH:17]\[C:18]([OH:20])=[O:19]. Procedure details: The raw retinoic acid thus obtained was suspended in 235.5 g (300 ml) isopropanol (w=1.0) and refluxed. The reactants are O=C1OC(=O)C2=C1CCC2, CCC1=[SH]C(=N)N(Cc2ccc(I)cc2)N1, CCOCC, ClC(Cl)Cl. Yields the product CCC1=[SH]C(=NC(=O)C2=C(C(=O)O)CCC2)N(Cc2ccc(I)cc2)N1. As a reaction SMILES: [C:17]12=[C:18]([CH2:19][CH2:20][CH2:21]1)[C:22](=[O:23])[O:24][C:25]2=[O:26].[CH2:1]([CH3:2])[C:3]1=[SH:7][C:6](=[NH:8])[N:5]([CH2:9][c:10]2[cH:11][cH:12][c:13]([I:16])[cH:14][cH:15]2)[NH:4]1.[CH3:31][CH2:32][O:33][CH2:34][CH3:35].[CH:27]([Cl:28])([Cl:29])[Cl:30]>>[CH2:1]([CH3:2])[C:3]1=[SH:7][C:6](=[N:8][C:25]([C:17]2=[C:18]([C:22](=[O:23])[OH:24])[CH2:19][CH2:20][CH2:21]2)=[O:26])[N:5]([CH2:9][c:10]2[cH:11][cH:12][c:13]([I:16])[cH:14][cH:15]2)[NH:4]1. The reactants are FC(C(=O)NCCC=1C=C2C(C(NC2=CC1)=O)=O)(F)F (5-(2-trifluoroacetylaminoethyl)-isatin), CCC(=O)C1=CC=C(C=C1)C2=CC=CC=C2F (4-(2-fluorophenyl)propiophenone), [OH-].[K+] (KOH). Run in C(C)O (ethanol), O (water), O (water). Yields the product FC1=C(C=CC=C1)C1=CC=C(C=C1)C1=NC2=CC=C(C=C2C(=C1C)C(=O)O)CCN (2-(2'-FLUORO-1,1'-BIPHENYL-4-YL)-3-METHYL-6-(2-AMINOETHYL)-4-QUINOLINECARBOXYLIC ACID). Yield: 62.4%. As a reaction SMILES: FC(F)(F)C([NH:5][CH2:6][CH2:7][C:8]1[CH:9]=[C:10]2[C:14](=[CH:15][CH:16]=1)[NH:13][C:12](=[O:17])[C:11]2=O)=O.[CH3:21][CH2:22][C:23]([C:25]1[CH:30]=[CH:29][C:28]([C:31]2[C:36]([F:37])=[CH:35][CH:34]=[CH:33][CH:32]=2)=[CH:27][CH:26]=1)=O.[OH-:38].[K+]>C(O)C.O>[F:37][C:36]1[CH:35]=[CH:34][CH:33]=[CH:32][C:31]=1[C:28]1[CH:29]=[CH:30][C:25]([C:23]2[C:22]([CH3:21])=[C:11]([C:12]([OH:17])=[O:38])[C:10]3[C:14](=[CH:15][CH:16]=[C:8]([CH2:7][CH2:6][NH2:5])[CH:9]=3)[N:13]=2)=[CH:26][CH:27]=1 |f:2.3|. Reported procedure: 5-(2-trifluoroacetylaminoethyl)-isatin (572 mg, 2.0 mmol) and 4-(2-fluorophenyl)propiophenone (457 mg, 2.0 mmol) were suspended in ethanol (6 ml) and treated with a solution of KOH (1.01 g, 18.0 mmol) in water (3 ml). The mixture was heated at reflux for 48 hours. The mixture was then cooled, diluted with additional water, concentrated in vacuo to remove the ethanol, and filtered. The solid was washed with water, and the combined aqueous filtrate was adjusted to pH 8 with dilute aqueous HCl. The... The reactants are ClCCl, O, CON(C)C(=O)CC1CC(CO)OC(C)(C)O1. Product: CON(C)C(=O)CC1CC(C=O)OC(C)(C)O1. RXN SMILES: [Cl:18][CH2:19][Cl:20].[OH2:21].[OH:1][CH2:2][CH:3]1[CH2:4][CH:5]([CH2:11][C:12](=[O:13])[N:14]([CH3:15])[O:16][CH3:17])[O:6][C:7]([CH3:9])([CH3:10])[O:8]1>>[O:1]=[CH:2][CH:3]1[CH2:4][CH:5]([CH2:11][C:12](=[O:13])[N:14]([CH3:15])[O:16][CH3:17])[O:6][C:7]([CH3:9])([CH3:10])[O:8]1. Starting materials: [OH-].[K+] (KOH), BrC1=C(C=C(C=C1)CC#N)O ((4-bromo-3-hydroxy-phenyl)acetonitrile), CN1C(CCC1)CCOS(=O)(=O)C (methanesulfonic acid 2-(1-methyl-pyrrolidin-2-yl)-ethyl ester), CN1C(CCC1)CCO (2-(1-methyl-pyrrolidin-2-yl)-ethanol), CS(=O)(=O)Cl (methane sulfonyl chloride). Run in C(Cl)Cl (DCM), CO (MeOH), C(C)N(CC)CC (triethylamine), CS(=O)C (DMSO). Reaction conditions: time 10 minute. Yields the product BrC1=C(C=C(C=C1)CC#N)OCCC1N(CCC1)C ({4-Bromo-3-[2-(1-methyl-pyrrolidine-2-yl)-ethoxy]-phenyl}-acetonitrile). RXN SMILES: [OH-].[K+].[Br:3][C:4]1[CH:9]=[CH:8][C:7]([CH2:10][C:11]#[N:12])=[CH:6][C:5]=1[OH:13].[CH3:14][N:15]1[CH2:19][CH2:18][CH2:17][CH:16]1[CH2:20][CH2:21]OS(C)(=O)=O.CN1CCCC1CCO.CS(Cl)(=O)=O>CO.C(Cl)Cl.C(N(CC)CC)C.CS(C)=O>[Br:3][C:4]1[CH:9]=[CH:8][C:7]([CH2:10][C:11]#[N:12])=[CH:6][C:5]=1[O:13][CH2:21][CH2:20][CH:16]1[CH2:17][CH2:18][CH2:19][N:15]1[CH3:14] |f:0.1|. Procedure details: A suspension of KCN (16.0 g, 238.3 mmol) in DMF (100 mL) was heated at 60° C. for 30 min. The slurry was cooled to room temperature and treated with a solution of 2-bromo-5-bromomethylphenol 72 (4.16 g, 15.7 mmol) in DMF (50 mL). The resultant mixture stirred at room temperature for 23 h, and then was diluted with water and extracted with ethyl acetate (5×). The organic layers were dried over Na2SO4, filtered, and the filtrate was purified by chromatography on silica gel (hexanes:EtOAc, 3:1) to ... The reactants are CCN=C=NCCCN(C)C, Cc1ncccc1OC1CCNCC1, CCN(C(C)C)C(C)C, Cl, Cl, CN(C)C=O, O, On1nnc2ccccc21, O=C(O)CNC(=O)c1cc(-c2ccccc2)[nH]n1. Yields the product Cc1ncccc1OC1CCN(C(=O)CNC(=O)c2cc(-c3ccccc3)[nH]n2)CC1. As a reaction SMILES: [CH3:38][CH2:39][N:40]=[C:41]=[N:42][CH2:43][CH2:44][CH2:45][N:46]([CH3:47])[CH3:48].[CH3:51][c:52]1[n:53][cH:54][cH:55][cH:56][c:57]1[O:58][CH:59]1[CH2:60][CH2:61][NH:62][CH2:63][CH2:64]1.[CH:1]([N:2]([CH2:3][CH3:4])[CH:5]([CH3:6])[CH3:7])([CH3:8])[CH3:9].[ClH:49].[ClH:50].[O:65]=[CH:66][N:67]([CH3:68])[CH3:69].[OH2:70].[OH:28][n:29]1[c:30]2[c:31]([cH:32][cH:33][cH:34][cH:35]2)[n:36][n:37]1.[c:10]1(-[c:16]2[cH:17][c:18]([C:21](=[O:22])[NH:23][CH2:24][C:25](=[O:26])[OH:27])[n:19][nH:20]2)[cH:11][cH:12][cH:13][cH:14][cH:15]1>>[c:10]1(-[c:16]2[cH:17][c:18]([C:21](=[O:22])[NH:23][CH2:24][C:25](=[O:27])[N:62]3[CH2:61][CH2:60][CH:59]([O:58][c:57]4[c:52]([CH3:51])[n:53][cH:54][cH:55][cH:56]4)[CH2:64][CH2:63]3)[n:19][nH:20]2)[cH:11][cH:12][cH:13][cH:14][cH:15]1. Reactants: C=1(C(=CC=CC1)N)N (benzene-1,2-diamine), C(C)(C)(C)OC(=O)N1CCN(CCC1)C1=CC(=C(C=C1)Cl)C(=O)OCC (4-(4-chloro-3-ethoxycarbonyl-phenyl)-[1,4]diazepane-1-carboxylic acid tert-butyl ester), C[Al](C)C (trimethylaluminium), C (methane). Solvent: O (Water), C1(=CC=CC=C1)C (toluene), CO (MeOH). Run at temperature 0 celsius, time 30 minute. Yields the product ClC1=C(C=C(C=C1)N1CCNCCC1)C1=NC2=C(N1)C=CC=C2 (2-(2-Chloro-5-[1,4]diazepan-1-yl-phenyl)-1H-benzoimidazole). Isolated yield 71.1%. As a reaction SMILES: C[Al](C)C.[C:5]1([NH2:12])[C:6]([NH2:11])=[CH:7][CH:8]=[CH:9][CH:10]=1.C.C(OC([N:21]1[CH2:27][CH2:26][CH2:25][N:24]([C:28]2[CH:33]=[CH:32][C:31]([Cl:34])=[C:30]([C:35](OCC)=O)[CH:29]=2)[CH2:23][CH2:22]1)=O)(C)(C)C>C1(C)C=CC=CC=1.CO.O>[Cl:34][C:31]1[CH:32]=[CH:33][C:28]([N:24]2[CH2:25][CH2:26][CH2:27][NH:21][CH2:22][CH2:23]2)=[CH:29][C:30]=1[C:35]1[NH:12][C:5]2[CH:10]=[CH:9][CH:8]=[CH:7][C:6]=2[N:11]=1. Reported procedure: To a solution of trimethylaluminium (2.0 M solution in toluene) (90 mL, 180 mmol) in toluene (300 mL) cooled to 0° C. under nitrogen was added benzene-1,2-diamine (6.5 g, 60 mmol) portionwise. The solution was stirred for 30 minutes at 0° C. then at 15-20° C. until evolution of methane ceased. 4-(4-chloro-3-ethoxycarbonyl-phenyl)-[1,4]diazepane-1-carboxylic acid tert-butyl ester (15.2 g, 40 mmol) was added in one portion to the resulting solution. The reaction was heated to reflux for 24 h then ...